This data is from the Open Reaction Database (ORD), a public repository of structured organic reaction records. The task is: describe an organic reaction: reactants, conditions, products, and yield The reactants are ClC1=C(C=C(C=C1)CCl)Cl (1,2-dichloro-4-chloromethyl-benzene), CC1NCC(NC1)C (2,5-dimethyl-piperazine), CCOC(=O)C (EtOAc), C([O-])([O-])=O.[Na+].[Na+] (sodium carbonate). The solvent is CN(C)C=O (DMF), CN(C)C=O (DMF). Yields the product ClC=1C=C(CN2C(CNC(C2)C)C)C=CC1Cl (1-(3,4-Dichloro-benzyl)-2,5-dimethyl-piperazine). As a reaction SMILES: [Cl:1][C:2]1[CH:7]=[CH:6][C:5]([CH2:8]Cl)=[CH:4][C:3]=1[Cl:10].[CH3:11][CH:12]1[CH2:17][NH:16][CH:15]([CH3:18])[CH2:14][NH:13]1.CCOC(C)=O.C(=O)([O-])[O-].[Na+].[Na+]>CN(C=O)C>[Cl:10][C:3]1[CH:4]=[C:5]([CH:6]=[CH:7][C:2]=1[Cl:1])[CH2:8][N:13]1[CH2:14][CH:15]([CH3:18])[NH:16][CH2:17][CH:12]1[CH3:11] |f:3.4.5|. Procedure: A solution of 1,2-dichloro-4-chloromethyl-benzene (1.1 ml 7.89 mmol) in DMF (5 ml) was added to 2,5-dimethyl-piperazine (1.0 g, 8.77 mmol) dissolved in DMF (25 ml). The reaction was stirred over night, poured into a mixture of EtOAc and sodium carbonate (5%). The water phase was washed twice with EtOAc and the combined organic phase once with brine, and dried over sodium sulfate. After evaporation the crude was dissolved in methanol. The dibensylated piperazine does not dissolve. The filtrate wa... Reactants: CS(=O)(=O)OS(=O)(=O)C (Methanesulphonic anhydride), NC1=C2N=C(C(=NC2=CC(=C1Cl)CC)OC)OC (5-amino-6-chloro-7-ethyl-2,3-dimethoxyquinoxaline), N1=CC=CC=C1 (pyridine), 72h, O (water). The solvent is O1CCCC1 (tetrahydrofuran), C(C)(=O)OCC (ethyl acetate). Reaction conditions: time 60 minute. Yields the product ClC=1C(=C2N=C(C(=NC2=CC1CC)OC)OC)NS(=O)(=O)C (N-(6-chloro-7-ethyl-2,3-dimethoxyquinoxalin-5-yl)methanesulphonamide). Isolated yield 77.4%. Reaction SMILES: [CH3:1][S:2]([O:5]S(C)(=O)=O)(=O)=[O:3].[NH2:10][C:11]1[C:20]([Cl:21])=[C:19]([CH2:22][CH3:23])[CH:18]=[C:17]2[C:12]=1[N:13]=[C:14]([O:26][CH3:27])[C:15]([O:24][CH3:25])=[N:16]2.N1C=CC=CC=1.O>O1CCCC1.C(OCC)(=O)C>[Cl:21][C:20]1[C:11]([NH:10][S:2]([CH3:1])(=[O:5])=[O:3])=[C:12]2[C:17](=[CH:18][C:19]=1[CH2:22][CH3:23])[N:16]=[C:15]([O:24][CH3:25])[C:14]([O:26][CH3:27])=[N:13]2. Procedure: Methanesulphonic anhydride (671 mg, 3.85 mmol) was added to a stirred solution of 5-amino-6-chloro-7-ethyl-2,3-dimethoxyquinoxaline (207 mg, 0.77 mmol) and anhydrous pyridine (305 mg, 3.85 mmol) in anhydrous tetrahydrofuran (7.7 ml) at room temperature. After 72h, water (3 ml) was added and the mixture was stirred for a further 60 minutes. The mixture was diluted with ethyl acetate and washed with 2M hydrochloric acid (50 ml), water (50 ml), saturated aqueous sodium bicarbonate (50 ml) and satur... Starting materials: ClN1C(N(C(N(C1=O)Cl)=O)Cl)=O (Trichioroisocyanuric acid), O[C@H](C(=O)N1CCOCC1)CC1=CC=CC=C1 ((S)-2-hydroxy-1-morpholin-4-yl-3-phenyl-propan-1-one), CC1(CCCC(N1[O])(C)C)C (TEMPO). The solvent is C(Cl)Cl (DCM). Conditions: temperature 0 celsius, time 45 minute. Yields the product C1(CCCCC1)C[C@@H](C(=O)N1CCOCC1)O ((S)-3-cyclohexyl-2-hydroxy-1-morpholin-4-yl-propan-1-one). Isolated yield 75.3%. As a reaction SMILES: [OH:1][C@@H:2]([CH2:11][C:12]1[CH:17]=[CH:16][CH:15]=[CH:14][CH:13]=1)[C:3]([N:5]1[CH2:10][CH2:9][O:8][CH2:7][CH2:6]1)=[O:4].ClN1C(=O)N(Cl)C(=O)N(Cl)C1=O.CC1(C)N([O])C(C)(C)CCC1>C(Cl)Cl>[CH:12]1([CH2:11][C@H:2]([OH:1])[C:3]([N:5]2[CH2:6][CH2:7][O:8][CH2:9][CH2:10]2)=[O:4])[CH2:17][CH2:16][CH2:15][CH2:14][CH2:13]1 |^1:33|. Reported procedure: 2 (1.02 g, 5.39 mmol, 1 eq) is dissolved in 60 mL of dry DCM and cooled to 0° C. Trichioroisocyanuric acid (1.32 g, 5.65 mmol, 1.05 eq) is added and mixed for 10 minutes resulting in a white slurry. TEMPO is added (8.8 mg, 0.056 mmol, 0.01 eq) to the chilled reaction mixture which immediately turns orange and additional precipitate is formed. The reaction vessel is removed from the cold bath and the mixture is stirred for additional 45 minutes. The reaction mixture is then filtered through a pad... Starting materials: CC(C(=O)C1=NN(C2=CC(=CC=C12)OC)CC(=O)O)(C)C ([3-(2,2-dimethylpropanoyl)-6-methoxy-1H-indazol-1-yl]acetic acid), C=1C=CC2=C(C1)N=NN2O (HOBt), C(C)NC1CCCCC1 (N-ethylcyclohexylamine), CCN(C(C)C)C(C)C (DIEA). Solvent: CN(C)C=O (DMF), C(CCl)Cl (EDC). Product: C1(CCCCC1)CN(C(CN1N=C(C2=CC=C(C=C12)OC)C(C(C)(C)C)=O)=O)CC (N-(Cyclohexylmethyl)-2-[3-(2,2-dimethylpropanoyl)-6-methoxy-1H-indazol-1-yl]-N-ethylacetamide). Reaction SMILES: [CH3:1][C:2]([CH3:21])([CH3:20])[C:3]([C:5]1[C:13]2[C:8](=[CH:9][C:10]([O:14][CH3:15])=[CH:11][CH:12]=2)[N:7]([CH2:16][C:17](O)=[O:18])[N:6]=1)=[O:4].[CH:22]1[CH:23]=[CH:24][C:25]2N(O)N=N[C:26]=2[CH:27]=1.[CH2:32]([NH:34][CH:35]1CCCCC1)[CH3:33].CCN(C(C)C)C(C)C>CN(C=O)C.C(Cl)CCl>[CH:26]1([CH2:35][N:34]([CH2:32][CH3:33])[C:17](=[O:18])[CH2:16][N:7]2[C:8]3[C:13](=[CH:12][CH:11]=[C:10]([O:14][CH3:15])[CH:9]=3)[C:5]([C:3](=[O:4])[C:2]([CH3:20])([CH3:1])[CH3:21])=[N:6]2)[CH2:25][CH2:24][CH2:23][CH2:22][CH2:27]1. Procedure details: To a solution of 28.3 mg [3-(2,2-dimethylpropanoyl)-6-methoxy-1H-indazol-1-yl]acetic acid in 1 mL DMF was added 23.0 mg HOBt, 19.1 mg N-ethylcyclohexylamine, 38.3 mg EDC, and 45.2 mg DIEA in that order. The mixture was stirred at room temperature over night and purified by RP-HPLC using 65-100% MeCN gradient. The pure product fractions were pooled and lyophilized to give the title compound as white solid. LC-MS: 4.20 min. (m/Z=318.2, 400.3, 422.2). Reactants: CN1CCNCC1, CS(C)=O, [K+], [K+], O=[N+]([O-])c1ccc(F)cc1-c1nc2ccccc2s1, O=C([O-])[O-]. The product is CN1CCNCC1c1ccc([N+](=O)[O-])c(-c2nc3ccccc3s2)c1. Reaction SMILES: [CH3:1][N:2]1[CH2:3][CH2:4][NH:5][CH2:6][CH2:7]1.[CH3:33][S:34](=[O:35])[CH3:36].[K+:27].[K+:28].[N+:8](=[O:9])([O-:10])[c:11]1[c:12](-[c:18]2[s:19][c:20]3[c:21]([n:22]2)[cH:23][cH:24][cH:25][cH:26]3)[cH:13][c:14]([F:17])[cH:15][cH:16]1.[O-:29][C:30]([O-:31])=[O:32]>>[CH3:1][N:2]1[CH:3]([c:14]2[cH:13][c:12](-[c:18]3[s:19][c:20]4[c:21]([n:22]3)[cH:23][cH:24][cH:25][cH:26]4)[c:11]([N+:8](=[O:9])[O-:10])[cH:16][cH:15]2)[CH2:4][NH:5][CH2:6][CH2:7]1. The reactants are C[P+](C)(C)CC#N, CCC#N, COc1cc(C#N)ccc1N1CCNCC1, CC#N, CCN(C(C)C)C(C)C, Cl, [I-], O=C1Nc2cc(CO)cnc2N2CCCCC12. Yields the product COc1cc(C#N)ccc1N1CCN(Cc2cnc3c(c2)NC(=O)C2CCCCN32)CC1. RXN SMILES: [C:36]([CH2:37][P+:38]([CH3:39])([CH3:40])[CH3:41])#[N:42].[C:52](#[N:53])[CH2:54][CH3:55].[CH3:19][O:20][c:21]1[cH:22][c:23]([C:24]#[N:25])[cH:26][cH:27][c:28]1[N:29]1[CH2:30][CH2:31][NH:32][CH2:33][CH2:34]1.[CH3:56][C:57]#[N:58].[CH:43]([N:44]([CH2:45][CH3:46])[CH:47]([CH3:48])[CH3:49])([CH3:50])[CH3:51].[ClH:18].[I-:35].[OH:1][CH2:2][c:3]1[cH:4][c:5]2[c:10]([n:11][cH:12]1)[N:9]1[CH:8]([C:7](=[O:17])[NH:6]2)[CH2:16][CH2:15][CH2:14][CH2:13]1>>[CH2:2]([c:3]1[cH:4][c:5]2[c:10]([n:11][cH:12]1)[N:9]1[CH:8]([C:7](=[O:17])[NH:6]2)[CH2:16][CH2:15][CH2:14][CH2:13]1)[N:32]1[CH2:31][CH2:30][N:29]([c:28]2[c:21]([O:20][CH3:19])[cH:22][c:23]([C:24]#[N:25])[cH:26][cH:27]2)[CH2:34][CH2:33]1. As a reaction SMILES: [BrH:1].[OH2:15].[OH:2][CH2:3][CH2:4][c:5]1[cH:6][cH:7][cH:8][c:9]2[cH:10][cH:11][cH:12][cH:13][c:14]12>>[Br:1][CH2:3][CH2:4][c:5]1[cH:6][cH:7][cH:8][c:9]2[cH:10][cH:11][cH:12][cH:13][c:14]12. Starting materials: Br, O, OCCc1cccc2ccccc12. Yields the product BrCCc1cccc2ccccc12. Starting materials: ClC(c1ccccc1)(c1ccccc1)c1ccccc1, CCOC(C)=O, [H-], O=[N+]([O-])c1ccc2[nH]nc(I)c2c1, [Na+], C1CCOC1, O. The product is O=[N+]([O-])c1ccc2c(c1)c(I)nn2C(c1ccccc1)(c1ccccc1)c1ccccc1. As a reaction SMILES: [C:16]([c:17]1[cH:18][cH:19][cH:20][cH:21][cH:22]1)([c:23]1[cH:24][cH:25][cH:26][cH:27][cH:28]1)([c:29]1[cH:30][cH:31][cH:32][cH:33][cH:34]1)[Cl:35].[CH3:42][CH2:43][O:44][C:45](=[O:46])[CH3:47].[H-:14].[I:1][c:2]1[n:3][nH:4][c:5]2[cH:6][cH:7][c:8]([N+:11](=[O:12])[O-:13])[cH:9][c:10]12.[Na+:15].[O:37]1[CH2:38][CH2:39][CH2:40][CH2:41]1.[OH2:36]>>[I:1][c:2]1[n:3][n:4]([C:16]([c:17]2[cH:18][cH:19][cH:20][cH:21][cH:22]2)([c:23]2[cH:24][cH:25][cH:26][cH:27][cH:28]2)[c:29]2[cH:30][cH:31][cH:32][cH:33][cH:34]2)[c:5]2[cH:6][cH:7][c:8]([N+:11](=[O:12])[O-:13])[cH:9][c:10]12. Reactants: CO, CCOC(=O)C=Cc1ccc(OC)cc1OC. Product: CCOC(=O)CCc1ccc(OC)cc1OC. As a reaction SMILES: [CH3:18][OH:19].[CH3:1][O:2][c:3]1[c:4]([CH:5]=[CH:6][C:7](=[O:8])[O:9][CH2:10][CH3:11])[cH:12][cH:13][c:14]([O:16][CH3:17])[cH:15]1>>[CH3:1][O:2][c:3]1[c:4]([CH2:5][CH2:6][C:7](=[O:8])[O:9][CH2:10][CH3:11])[cH:12][cH:13][c:14]([O:16][CH3:17])[cH:15]1.